This data is from the Open Reaction Database (ORD), a public repository of structured organic reaction records. The task is: describe an organic reaction: reactants, conditions, products, and yield The reactants are CN(/C=C/C(=O)C1=CC=C(C(=N1)C#N)N1C[C@H](CC1)O)C (6-((E)-3-Dimethylamino-acryloyl)-3-((S)-3-hydroxy-pyrrolidin-1-yl)-pyridine-2-carbonitrile), N1(CCOCC1)C1=CC=C(C=C1)NC(=N)N (N-(4-morpholin-4-yl-phenyl)-guanidine). Solvent: CCO (EtOH). Run at temperature 180 celsius, time 30 minute. Product: O[C@@H]1CN(CC1)C=1C(=NC(=CC1)C1=NC(=NC=C1)NC1=CC=C(C=C1)N1CCOCC1)C#N (3-((S)-3-Hydroxy-pyrrolidin-1-yl)-6-[2-(4-morpholin-4-yl-phenylamino)-pyrimidin-4-yl]-pyridine-2-carbonitrile), solid. The yield is 47.0%. RXN SMILES: CN(C)/[CH:3]=[CH:4]/[C:5]([C:7]1[N:12]=[C:11]([C:13]#[N:14])[C:10]([N:15]2[CH2:19][CH2:18][C@H:17]([OH:20])[CH2:16]2)=[CH:9][CH:8]=1)=O.[N:22]1([C:28]2[CH:33]=[CH:32][C:31]([NH:34][C:35]([NH2:37])=[NH:36])=[CH:30][CH:29]=2)[CH2:27][CH2:26][O:25][CH2:24][CH2:23]1>CCO>[OH:20][C@H:17]1[CH2:18][CH2:19][N:15]([C:10]2[C:11]([C:13]#[N:14])=[N:12][C:7]([C:5]3[CH:4]=[CH:3][N:37]=[C:35]([NH:34][C:31]4[CH:30]=[CH:29][C:28]([N:22]5[CH2:27][CH2:26][O:25][CH2:24][CH2:23]5)=[CH:33][CH:32]=4)[N:36]=3)=[CH:8][CH:9]=2)[CH2:16]1. Reported procedure: Compound 66 (150 mg, 0.524 mmol) and N-(4-morpholin-4-yl-phenyl)-guanidine were dissolved in EtOH (4 mL). The mixture was then stirred at 180° C. in the microwave for 30 minutes. The solvent was evaporated in vacuo and the residue diluted with MeOH (50 mL). The solution was heated to 60° C. on a rotary evaporator with swirling. The solution was cooled to rt and the solvent carefully decanted. The process was repeated twice more. The residual solvent was then evaporated in vacuo. The title compou... Starting materials: NC1=NNC2=C1C(N(C=C2Br)C(C)C(C)C)=O (3-amino-7-bromo-5-(3-methylbutan-2-yl)-1,5-dihydro-4H-pyrazolo[4,3-c]pyridin-4-one), CN1N=C(C=C1)B1OC(C(O1)(C)C)(C)C (1-methyl-3-(4,4,5,5-tetramethyl-1,3,2-dioxaborolan-2-yl)-1H-pyrazole), C([O-])([O-])=O.[Na+].[Na+] (sodium carbonate), CN(C=O)C (N,N-dimethylformamide). The reagents and catalysts are C=1C=CC(=CC1)[P](C=2C=CC=CC2)(C=3C=CC=CC3)[Pd]([P](C=4C=CC=CC4)(C=5C=CC=CC5)C=6C=CC=CC6)([P](C=7C=CC=CC7)(C=8C=CC=CC8)C=9C=CC=CC9)[P](C=1C=CC=CC1)(C=1C=CC=CC1)C=1C=CC=CC1 (tetrakis(triphenylphosphine)palladium(0)). The solvent is O (water). Reaction conditions: temperature 120 celsius. Product: NC1=NNC2=C1C(N(C=C2C2=NN(C=C2)C)C(C)C(C)C)=O (3-amino-5-(3-methylbutan-2-yl)-7-(1-methyl-1H-pyrazol-3-yl)-1,5-dihydro-4H-pyrazolo[4,3-c]pyridin-4-one). The yield is 10.8%. Reaction SMILES: [NH2:1][C:2]1[C:6]2[C:7](=[O:17])[N:8]([CH:12]([CH:14]([CH3:16])[CH3:15])[CH3:13])[CH:9]=[C:10](Br)[C:5]=2[NH:4][N:3]=1.[CH3:18][N:19]1[CH:23]=[CH:22][C:21](B2OC(C)(C)C(C)(C)O2)=[N:20]1.C(=O)([O-])[O-].[Na+].[Na+].CN(C)C=O>C1C=CC([P]([Pd]([P](C2C=CC=CC=2)(C2C=CC=CC=2)C2C=CC=CC=2)([P](C2C=CC=CC=2)(C2C=CC=CC=2)C2C=CC=CC=2)[P](C2C=CC=CC=2)(C2C=CC=CC=2)C2C=CC=CC=2)(C2C=CC=CC=2)C2C=CC=CC=2)=CC=1.O>[NH2:1][C:2]1[C:6]2[C:7](=[O:17])[N:8]([CH:12]([CH:14]([CH3:16])[CH3:15])[CH3:13])[CH:9]=[C:10]([C:21]3[CH:22]=[CH:23][N:19]([CH3:18])[N:20]=3)[C:5]=2[NH:4][N:3]=1 |f:2.3.4,^1:47,49,68,87|. Procedure details: A mixture of 3-amino-7-bromo-5-(3-methylbutan-2-yl)-1,5-dihydro-4H-pyrazolo[4,3-c]pyridin-4-one obtained in Step G (332 mg), 1-methyl-3-(4,4,5,5-tetramethyl-1,3,2-dioxaborolan-2-yl)-1H-pyrazole (347 mg), tetrakis(triphenylphosphine)palladium(0) (128 mg), aqueous sodium carbonate solution (2 M, 1.11 ml) and N,N-dimethylformamide (6.0 mL) was heated with microwave irradiation at 120° C. for 1 hr. The reaction mixture was cooled to room temperature, and poured into water, and the mixture was extrac... The reactants are CO, O=Cc1ccccc1, NN, O. Yields the product CC(=NN)c1ccccc1. As a reaction SMILES: [CH3:12][OH:13].[CH:4](=[O:5])[c:6]1[cH:7][cH:8][cH:9][cH:10][cH:11]1.[NH2:2][NH2:3].[OH2:1]>>[N:2]([NH2:3])=[C:4]([c:6]1[cH:7][cH:8][cH:9][cH:10][cH:11]1)[CH3:12]. The reactants are CI (methyl iodide), diethylacetal, OC(C=O)CCN (2-hydroxy-4-aminobutanal), C(C)(=O)OC(C)=O (acetic anhydride), diethylacetal, [H-].[Na+] (sodium hydride), C(C)(=O)OC(C=O)CCNC(C)=O (2-acetoxy-4-acetamidobutanal). The product is diethylacetal, C(C)(=O)OC(C=O)CCN(C(C)=O)C (2-acetoxy-4-(N-methylacetamido)butanal). As a reaction SMILES: O[CH:2](CCN)C=O.C(OC(=O)C)(=O)C.[C:15]([O:18][CH:19]([CH2:22][CH2:23][NH:24][C:25](=[O:27])[CH3:26])[CH:20]=[O:21])(=[O:17])[CH3:16].[H-].[Na+].CI>N1C=CC=CC=1>[C:15]([O:18][CH:19]([CH2:22][CH2:23][N:24]([CH3:2])[C:25](=[O:27])[CH3:26])[CH:20]=[O:21])(=[O:17])[CH3:16] |f:3.4|. Reported procedure: Treat the diethylacetal of 2-hydroxy-4-aminobutanal with acetic anhydride in pyridine followed by treatment of the resulting diethylacetal of 2-acetoxy-4-acetamidobutanal with sodium hydride and methyl iodide to obtain the diethylacetal of 2-acetoxy-4-(N-methylacetamido)butanal. Remove the acetal protecting group by means of acid to obtain 2-acetoxy-4-(N-methylacetamido)butanal. Solvent: N1=CC=CC=C1 (pyridine). Starting materials: N1=CC=CC=C1 (pyridine), BrC1=CC(=C(N)C=C1)F (4-bromo-2-fluoroaniline), C(C)(C)(C)OC(=O)N1[C@H](C[C@H](C1)O[Si](C)(C)C(C)(C)C)C(=O)O ((2R,4R)-4-(tert-Butyl-dimethyl-silanyloxy)-pyrrolidine-1,2-dicarboxylic acid 1-tert-butyl ester), C(C(=O)Cl)(=O)Cl (oxalyl chloride). Solvent: C(C)OCC (diethyl ether), C(C)OCC (diethyl ether), CCOC(=O)C (EtOAc). Reaction conditions: temperature 0 celsius, time 1 hour. Yields the product C(C)(C)(C)OC(=O)N1[C@H](C[C@H](C1)O[Si](C)(C)C(C)(C)C)C(NC1=C(C=C(C=C1)Br)F)=O ((2R,4R)-2-(4-Bromo-2-fluoro-phenylcarbamoyl)-4-(tert-butyl-dimethyl-silanyloxy)-pyrrolidine-1-carboxylic acid tert-butyl ester). As a reaction SMILES: [C:1]([O:5][C:6]([N:8]1[CH2:12][C@H:11]([O:13][Si:14]([C:17]([CH3:20])([CH3:19])[CH3:18])([CH3:16])[CH3:15])[CH2:10][C@@H:9]1[C:21]([OH:23])=O)=[O:7])([CH3:4])([CH3:3])[CH3:2].N1C=CC=CC=1.C(Cl)(=O)C(Cl)=O.[Br:36][C:37]1[CH:43]=[CH:42][C:40]([NH2:41])=[C:39]([F:44])[CH:38]=1>C(OCC)C.CCOC(C)=O>[C:1]([O:5][C:6]([N:8]1[CH2:12][C@H:11]([O:13][Si:14]([C:17]([CH3:20])([CH3:19])[CH3:18])([CH3:16])[CH3:15])[CH2:10][C@@H:9]1[C:21](=[O:23])[NH:41][C:40]1[CH:42]=[CH:43][C:37]([Br:36])=[CH:38][C:39]=1[F:44])=[O:7])([CH3:2])([CH3:4])[CH3:3]. Procedure: (2R,4R)-4-(tert-Butyl-dimethyl-silanyloxy)-pyrrolidine-1,2-dicarboxylic acid 1-tert-butyl ester (1.54 g, 4.5 mmol) was dissolved in 50 mL diethyl ether under an Ar atmosphere, cooled in an ice water bath, added dry pyridine (1.4 mL, 17.8 mmol), followed by the dropwise addition of oxalyl chloride (0.58 mL, 6.7 mmol). Reaction was stirred at 0° C. for 1 hour, then at ambient temperature for 1 hour. Diluted reaction with 50 mL diethyl ether, filtered off solids and concentrated filtrates. Redissol... The product is CSC(C(=NC1=CC=C(C=C1)C1=NOC(=N1)C)C=1C=C(C2=C(COCO2)C1)OC)=N (2-(8-methoxy-4H-benzo[1,3]dioxin-6-yl)-2-[4-(5-methyl-[1,2,4]oxadiazol-3-yl)phenylimino]thioacetimidic acid methyl ester). The solvent is C(C)(=O)OCC (ethyl acetate). Reagents/catalysts: [O-2].[O-2].[Mn+4] (manganese dioxide). Reported procedure: After adding 100 g of manganese dioxide to a solution of 27.2 g of the crude product of 2-(8-methoxy-4H-benzo[1,3]dioxin-6-yl)-2-[4-(5-methyl-[1,2,4]oxadiazol-3-yl)phenylamino]thioacetimidic acid methyl ester in 100 ml of ethyl acetate, the mixture was stirred at room temperature for 1 hour. The reaction mixture was filtered through celite, and the filtrate was concentrated under reduced pressure to give the title compound (23.8 g, crude product) as a brown solid. Starting materials: crude product, CSC(C(NC1=CC=C(C=C1)C1=NOC(=N1)C)C=1C=C(C2=C(COCO2)C1)OC)=N (2-(8-methoxy-4H-benzo[1,3]dioxin-6-yl)-2-[4-(5-methyl-[1,2,4]oxadiazol-3-yl)phenylamino]thioacetimidic acid methyl ester). Conditions: time 1 hour. Reaction SMILES: [CH3:1][S:2][C:3](=[NH:30])[CH:4]([C:18]1[CH:19]=[C:20]([O:28][CH3:29])[C:21]2[O:26][CH2:25][O:24][CH2:23][C:22]=2[CH:27]=1)[NH:5][C:6]1[CH:11]=[CH:10][C:9]([C:12]2[N:16]=[C:15]([CH3:17])[O:14][N:13]=2)=[CH:8][CH:7]=1>C(OCC)(=O)C.[O-2].[O-2].[Mn+4]>[CH3:1][S:2][C:3](=[NH:30])[C:4]([C:18]1[CH:19]=[C:20]([O:28][CH3:29])[C:21]2[O:26][CH2:25][O:24][CH2:23][C:22]=2[CH:27]=1)=[N:5][C:6]1[CH:11]=[CH:10][C:9]([C:12]2[N:16]=[C:15]([CH3:17])[O:14][N:13]=2)=[CH:8][CH:7]=1 |f:2.3.4|.